describe an organic reaction: reactants, conditions, products, and yield From a dataset of the Open Reaction Database (ORD), a public repository of structured organic reaction records. The reactants are ClCCl, O=[N+]([O-])c1cnc(Cl)nc1Cl, NCc1cccnc1. Product: O=[N+]([O-])c1cnc(Cl)nc1NCc1cccnc1. As a reaction SMILES: [CH2:20]([Cl:21])[Cl:22].[Cl:1][c:2]1[n:3][cH:4][c:5]([N+:9](=[O:10])[O-:11])[c:6]([Cl:8])[n:7]1.[NH2:12][CH2:13][c:14]1[cH:15][n:16][cH:17][cH:18][cH:19]1>>[Cl:1][c:2]1[n:3][cH:4][c:5]([N+:9](=[O:10])[O-:11])[c:6]([NH:12][CH2:13][c:14]2[cH:15][n:16][cH:17][cH:18][cH:19]2)[n:7]1. The reactants are [C-]#N, CCN=C=NCCCN(C)C, CC#N, Cc1c(C(=O)O)ccc(S(C)(=O)=O)c1NC1CC1, Cl, [K+], Cn1nccc1O. Yields the product Cc1c(C(=O)c2cnn(C)c2O)ccc(S(C)(=O)=O)c1NC1CC1. RXN SMILES: [C-:38]#[N:39].[CH3:27][N:28]([CH3:29])[CH2:30][CH2:31][CH2:32][N:33]=[C:34]=[N:35][CH2:36][CH3:37].[CH3:41][C:42]#[N:43].[CH:1]1([NH:4][c:5]2[c:6]([CH3:18])[c:7]([C:8](=[O:9])[OH:10])[cH:11][cH:12][c:13]2[S:14](=[O:15])(=[O:16])[CH3:17])[CH2:2][CH2:3]1.[ClH:26].[K+:40].[OH:19][c:20]1[cH:21][cH:22][n:23][n:24]1[CH3:25]>>[CH:1]1([NH:4][c:5]2[c:6]([CH3:18])[c:7]([C:8](=[O:10])[c:21]3[c:20]([OH:19])[n:24]([CH3:25])[n:23][cH:22]3)[cH:11][cH:12][c:13]2[S:14](=[O:15])(=[O:16])[CH3:17])[CH2:2][CH2:3]1. The reactants are NCCCN(C1=CC=CC=C1)C (N-(3-Aminopropyl)-N-methylaniline), C1(\C=C/C(=O)O1)=O (Maleic anhydride). Run in ClCCl (dichloromethane). Conditions: time 1 hour. The product is C1(C=CC(N1CCCN(C1=CC=CC=C1)C)=O)=O (N-(3-Maleimidopropyl)-N-methylaniline). Reaction SMILES: [NH2:1][CH2:2][CH2:3][CH2:4][N:5]([CH3:12])[C:6]1[CH:11]=[CH:10][CH:9]=[CH:8][CH:7]=1.[C:13]1(=O)[O:18][C:16](=[O:17])[CH:15]=[CH:14]1>ClCCl>[C:13]1(=[O:18])[N:1]([CH2:2][CH2:3][CH2:4][N:5]([CH3:12])[C:6]2[CH:11]=[CH:10][CH:9]=[CH:8][CH:7]=2)[C:16](=[O:17])[CH:15]=[CH:14]1. Procedure: N-(3-Aminopropyl)-N-methylaniline [S. L. Shapiro et al., J. Am. Chem. Soc., 81, 3081 (1958)] (8.3 g) was dissolved in dichloromethane (50 ml). Maleic anhydride (6 g) was added portionwise under ice-cooling and the mixture was stirred at room temperature for 1 hour. The solvent was distilled off and then acetic anhydride (20 ml) was added. The resulting mixture was allowed to stand at room temperature for 2 days. The reaction mixture was stirred at 60° C. for 2 hours and further at 100° C. for 2 ... Procedure: Prepared in a similar manner to example 4 using 5-pyridin-2-yl-thiophene-2-carboxylic acid and 2,4-dimethoxy-benzylamine. MS (M+H, 355.2). Starting materials: N1=C(C=CC=C1)C1=CC=C(S1)C(=O)O (5-pyridin-2-yl-thiophene-2-carboxylic acid), COC1=C(CN)C=CC(=C1)OC (2,4-dimethoxy-benzylamine). As a reaction SMILES: [N:1]1[CH:6]=[CH:5][CH:4]=[CH:3][C:2]=1[C:7]1[S:11][C:10]([C:12]([OH:14])=O)=[CH:9][CH:8]=1.[CH3:15][O:16][C:17]1[CH:24]=[C:23]([O:25][CH3:26])[CH:22]=[CH:21][C:18]=1[CH2:19][NH2:20]>>[CH3:15][O:16][C:17]1[CH:24]=[C:23]([O:25][CH3:26])[CH:22]=[CH:21][C:18]=1[CH2:19][NH:20][C:12]([C:10]1[S:11][C:7]([C:2]2[CH:3]=[CH:4][CH:5]=[CH:6][N:1]=2)=[CH:8][CH:9]=1)=[O:14]. Yields the product COC1=C(CNC(=O)C=2SC(=CC2)C2=NC=CC=C2)C=CC(=C1)OC (5-Pyridin-2-yl-thiophene-2-carboxylic acid 2,4-dimethoxy-benzylamide). Reactants: Cc1nc2nc(C#N)cn2c(-c2ccc(Cl)cc2Cl)c1CNC(=O)OC(C)(C)C, ClCCl, O=C(O)C(F)(F)F. The product is Cc1nc2nc(C#N)cn2c(-c2ccc(Cl)cc2Cl)c1CN, O=C(O)C(F)(F)F. As a reaction SMILES: [C:1](#[N:2])[c:3]1[n:4][c:5]2[n:6]([c:7](-[c:21]3[c:22]([Cl:28])[cH:23][c:24]([Cl:27])[cH:25][cH:26]3)[c:8]([CH2:12][NH:13][C:14](=[O:15])[O:16][C:17]([CH3:18])([CH3:19])[CH3:20])[c:9]([CH3:11])[n:10]2)[cH:29]1.[Cl:37][CH2:38][Cl:39].[F:30][C:31]([C:32](=[O:33])[OH:34])([F:35])[F:36]>>[C:1](#[N:2])[c:3]1[n:4][c:5]2[n:6]([c:7](-[c:21]3[c:22]([Cl:28])[cH:23][c:24]([Cl:27])[cH:25][cH:26]3)[c:8]([CH2:12][NH2:13])[c:9]([CH3:11])[n:10]2)[cH:29]1.[F:30][C:31]([C:32](=[O:33])[OH:34])([F:35])[F:36]. The reactants are C, O=C(OCc1ccccc1)N1CCN(c2nc(OCC(O)CO)c3ccccc3n2)CC1, CO, ClC(Cl)Cl, [Pd]. Yields the product OCC(O)COc1nc(N2CCNCC2)nc2ccccc12. RXN SMILES: [C:39].[CH2:1]([O:2][C:3](=[O:4])[N:11]1[CH2:12][CH2:13][N:14]([c:17]2[n:18][c:19]3[cH:20][cH:21][cH:22][cH:23][c:24]3[c:25]([O:27][CH2:28][CH:29]([CH2:30][OH:31])[OH:32])[n:26]2)[CH2:15][CH2:16]1)[c:5]1[cH:6][cH:7][cH:8][cH:9][cH:10]1.[CH3:37][OH:38].[CH:33]([Cl:34])([Cl:35])[Cl:36].[Pd:40]>>[NH:11]1[CH2:12][CH2:13][N:14]([c:17]2[n:18][c:19]3[cH:20][cH:21][cH:22][cH:23][c:24]3[c:25]([O:27][CH2:28][CH:29]([CH2:30][OH:31])[OH:32])[n:26]2)[CH2:15][CH2:16]1. Starting materials: NC1=C(CO)C=C(C=C1)I (2-amino-5-iodobenzyl alcohol). Reagents/catalysts: [O-2].[O-2].[Mn+4] (manganese dioxide), [O-2].[O-2].[Mn+4] (Manganese dioxide). Solvent: ClCCl (dichloromethane). Conditions: time 6 hour. Yields the product NC1=C(C=O)C=C(C=C1)I (2-amino-5-iodobenzaldehyde). RXN SMILES: [NH2:1][C:2]1[CH:9]=[CH:8][C:7]([I:10])=[CH:6][C:3]=1[CH2:4][OH:5]>ClCCl.[O-2].[O-2].[Mn+4]>[NH2:1][C:2]1[CH:9]=[CH:8][C:7]([I:10])=[CH:6][C:3]=1[CH:4]=[O:5] |f:2.3.4|. Procedure details: Manganese dioxide (0.044 g) was added to a stirred solution of 2-amino-5-iodobenzyl alcohol (0.125 g) in dichloromethane (10 cm3) and the mixture was stirred for 6 hours. A further portion of manganese dioxide (0.044 g) was then added and stirring was continued for 16 hours. The mixture was then filtered, the filtrate evaporated in vacuo, and the residue chromatographed on silica (Merck "MK 60.9385") eluting with ethyl acetate. The requisite fractions were combined and concentrated in vacuo to a... Reactants: ice-salt, CC(=CCNC(CN1C(=NC=C1)[N+](=O)[O-])=O)C (N-(3-methyl-2-butenyl)-2-(2-nitro-1H-imidazol-1-yl)acetamide), N(=O)OCCC(C)C (isoamyl nitrite), Cl (HCl), Cl (HCl). The product is ClC(C(CNC(CN1C(=NC=C1)[N+](=O)[O-])=O)=NO)(C)C (3-chloro-3-methyl-1-(2-nitro-1H-imidazol-1-yl acetamido)-2-butanone oxime). Reaction SMILES: [CH3:1][C:2]([CH3:17])=[CH:3][CH2:4][NH:5][C:6](=[O:16])[CH2:7][N:8]1[CH:12]=[CH:11][N:10]=[C:9]1[N+:13]([O-:15])=[O:14].[ClH:18].[N:19]([O:21]CCC(C)C)=O>>[Cl:18][C:2]([CH3:17])([CH3:1])[C:3](=[N:19][OH:21])[CH2:4][NH:5][C:6](=[O:16])[CH2:7][N:8]1[CH:12]=[CH:11][N:10]=[C:9]1[N+:13]([O-:15])=[O:14]. Procedure: N-(3-methyl-2-butenyl)-2-(2-nitro-1H-imidazol-1-yl)acetamide (3.4 g, 14.3 mmol) was dissolved in isoamyl nitrite (50 mL) at room temperature. The solution was cooled to 0°-5° C. in an ice-salt bath. Concentrated HCl (1.39 mL) was added dropwise. The reaction temperature was maintained between 0° to 5° C. during the addition of HCl. The reaction mixture was stirred in the ice-salt bath for 1 h, filtered, and washed with 1:2 ethanol-ether to give a white solid. Yield: 3.7 g (85%). mp: 154°-160° C....